This data is from the Open Reaction Database (ORD), a public repository of structured organic reaction records. The task is: describe an organic reaction: reactants, conditions, products, and yield The reactants are C(C)N(C(C1=CC=CC=C1)=O)CC (N,N-diethylbenzamide), C(C(=O)Cl)(=O)Cl (oxalyl chloride), [Li][AlH][SeH] (LiAlHSeH). Solvent: C(C)OCC (diethylether). Conditions: temperature 0 celsius, time 1 hour. Yields the product C(C)N(C(C1=CC=CC=C1)=[Se])CC (N,N-diethylbenzselenoamide). The yield is 66.6%. RXN SMILES: [CH2:1]([N:3]([CH2:12][CH3:13])[C:4](=O)[C:5]1[CH:10]=[CH:9][CH:8]=[CH:7][CH:6]=1)[CH3:2].C(Cl)(=O)C(Cl)=O.[Li][AlH][SeH:22]>C(OCC)C>[CH2:1]([N:3]([CH2:12][CH3:13])[C:4](=[Se:22])[C:5]1[CH:10]=[CH:9][CH:8]=[CH:7][CH:6]=1)[CH3:2]. Procedure: To a solution of N,N-diethylbenzamide (0.18 g, 1.0 mmol) in dry diethylether (5 mL), oxalyl chloride (1.0 mmol, 0.09 mL) was added. The mixture was stirred at 0° C. for one hour under an argon atmosphere. Moreover, the reaction mixture was stirred for three hours at room temperature. The mixture was added to the solution of LiAlHSeH (1.2 mmol), prepared as described above in Example One. The reaction mixture was stirred at room temperature for three hours. The mixture was extracted with diethyl ... The solvent is C(C)O (ethanol). Yields the product C(C1=CC=CC=C1)OC1=C2C=C(C(=CC2=CC=C1)C(=O)OCC)O (ethyl 5-benzyloxy-3-hydroxy-2-naphthoate). Starting materials: [Na] (sodium), OC=1C(=CC2=CC=CC(=C2C1)O)C(=O)OCC (ethyl 3,5-dihydroxy-2-naphthoate), C(C1=CC=CC=C1)Cl (benzyl chloride). Reaction SMILES: [Na].[OH:2][C:3]1[C:4]([C:14]([O:16][CH2:17][CH3:18])=[O:15])=[CH:5][C:6]2[C:11]([CH:12]=1)=[C:10]([OH:13])[CH:9]=[CH:8][CH:7]=2.[CH2:19](Cl)[C:20]1[CH:25]=[CH:24][CH:23]=[CH:22][CH:21]=1>C(O)C>[CH2:19]([O:13][C:10]1[CH:9]=[CH:8][CH:7]=[C:6]2[C:11]=1[CH:12]=[C:3]([OH:2])[C:4]([C:14]([O:16][CH2:17][CH3:18])=[O:15])=[CH:5]2)[C:20]1[CH:25]=[CH:24][CH:23]=[CH:22][CH:21]=1 |^1:0|. Procedure details: To a stirred solution of 7.8 g (0.34 g atom) of sodium in 1,000 cc of ethanol, was added 85 g (0.37 mole) of ethyl 3,5-dihydroxy-2-naphthoate. After one-half hour 47 g (0.37 mole) of benzyl chloride was added. The reaction mixture was warmed under reflux for 24 hours. The hot reaction mixture was filtered and cooled in an ice bath. A tan solid precipitated out, which was filtered off yielding 15.0 g (m.p. 98°-115° C.) of the crude product. Recrystallization first from ethanol and then from aceto... The yield is 7.0%. Starting materials: C(C)(=O)O[C@H]1[C@@H](C[C@@H](C1)COC(C)=O)N1C(=NC2=C1C=C(C(=C2)Cl)Cl)Br ((±)-(1R*,2R*,4S*)-4-(Acetoxymethyl)-2-(2-bromo-5,6-dichloro-1H-benzimidazol-1-yl)-cyclopentyl acetate), C([O-])([O-])=O.[Na+].[Na+] (sodium carbonate), C(C)O (ethanol), CO (methanol). The solvent is O (water), C(C)(=O)O (acetic acid). Reaction conditions: time 2 hour. Product: BrC1=NC2=C(N1[C@H]1[C@@H](C[C@H](C1)CO)O)C=C(C(=C2)Cl)Cl ((±)-(1R*,2R*,4S*)-2-(2-Bromo-5,6-dichloro-1H-benzimidazol-1-yl)-4-(hydroxymethyl)cyclo-pentanol). Yield: 72.0%. As a reaction SMILES: C([O:4][C@@H:5]1[CH2:9][C@@H:8]([CH2:10][O:11]C(=O)C)[CH2:7][C@H:6]1[N:15]1[C:19]2[CH:20]=[C:21]([Cl:25])[C:22]([Cl:24])=[CH:23][C:18]=2[N:17]=[C:16]1[Br:26])(=O)C.C(=O)([O-])[O-].[Na+].[Na+].C(O)C.CO>O.C(O)(=O)C>[Br:26][C:16]1[N:15]([C@@H:6]2[CH2:7][C@H:8]([CH2:10][OH:11])[CH2:9][C@H:5]2[OH:4])[C:19]2[CH:20]=[C:21]([Cl:25])[C:22]([Cl:24])=[CH:23][C:18]=2[N:17]=1 |f:1.2.3|. Procedure: (±)-(1R*,2R*,4S*)-4-(Acetoxymethyl)-2-(2-bromo-5,6-dichloro-1H-benzimidazol-1-yl)-cyclopentyl acetate (2.75 g, 5.92 mmol) was added to a stirred mixture of sodium carbonate (0.63 g) in water (11 mL)-ethanol (55 mL)-methanol (55 mL). After 2 hours at ambient temperature, the pH was adjusted to 7 with glacial acetic acid. Volatiles were removed in vacuo and the residue triturated with water (30 mL) and filtered to give white solid. Recrystallization of the solid from 1:1 ethanol-methanol gave titl... Reactants: [BH3-]C#N, CO, COC(=O)C(C)N, Cl, [Na+], O=Cc1cccnc1. Product: COC(=O)C(C)NCc1cccnc1. As a reaction SMILES: [C:17]([BH3-:18])#[N:19].[CH3:21][OH:22].[CH3:2][O:3][C:4]([CH:5]([NH2:6])[CH3:7])=[O:8].[ClH:1].[Na+:20].[n:9]1[cH:10][c:11]([CH:15]=[O:16])[cH:12][cH:13][cH:14]1>>[CH3:2][O:3][C:4]([CH:5]([NH:6][CH2:15][c:11]1[cH:10][n:9][cH:14][cH:13][cH:12]1)[CH3:7])=[O:8].